From a dataset of the Open Reaction Database (ORD), a public repository of structured organic reaction records. describe an organic reaction: reactants, conditions, products, and yield Reactants: CC1(C(NC1OC(C)=O)=O)C (3,3-dimethyl-4-acetoxyazetidin-2-one), C(C)(=O)OC(C)=O (acetic anhydride). Solvent: N1=CC=CC=C1 (pyridine). Yields the product C(C)(=O)N1C(C(C1OC(C)=O)(C)C)=O (1-acetyl-3,3-dimethyl-4-acetoxyazetidin-2-one). Isolated yield 82.0%. Reaction SMILES: [CH3:1][C:2]1([CH3:11])[CH:5]([O:6][C:7](=[O:9])[CH3:8])[NH:4][C:3]1=[O:10].[C:12](OC(=O)C)(=[O:14])[CH3:13]>N1C=CC=CC=1>[C:12]([N:4]1[CH:5]([O:6][C:7](=[O:9])[CH3:8])[C:2]([CH3:11])([CH3:1])[C:3]1=[O:10])(=[O:14])[CH3:13]. Procedure: A mixture of 283.3 mg (1.8 mM) 3,3-dimethyl-4-acetoxyazetidin-2-one, 2 ml pyridine and 2 ml acetic anhydride was heated to 100° in a sealed tube for 36 hours. The reaction mixture was concentrated in vacuo and the residue chromatographed on silica gel in hexane/ethyl acetate to yield 295 mg (82%) of 1-acetyl-3,3-dimethyl-4-acetoxyazetidin-2-one.